This data is from the Open Reaction Database (ORD), a public repository of structured organic reaction records. The task is: describe an organic reaction: reactants, conditions, products, and yield Reactants: [Al], [Li]CCCC, CN=C(C)c1ccccc1, CO, [SiH3]c1ccccc1, c1ccccc1. Product: CNC(C)c1ccccc1. Reaction SMILES: [Al:29].[CH2:1]([Li:2])[CH2:3][CH2:4][CH3:5].[CH3:13][N:14]=[C:15]([CH3:16])[c:17]1[cH:18][cH:19][cH:20][cH:21][cH:22]1.[CH3:30][OH:31].[c:6]1([SiH3:7])[cH:8][cH:9][cH:10][cH:11][cH:12]1.[cH:23]1[cH:24][cH:25][cH:26][cH:27][cH:28]1>>[CH3:13][NH:14][CH:15]([CH3:16])[c:17]1[cH:18][cH:19][cH:20][cH:21][cH:22]1. The reactants are COc1ccc(S(=O)(=O)Cl)c(OC)c1OC, CO, COc1ccc(N)cc1O. Yields the product COc1ccc(NS(=O)(=O)c2ccc(OC)c(OC)c2OC)cc1O. As a reaction SMILES: [CH3:1][O:2][c:3]1[c:4]([S:13](=[O:14])(=[O:15])[Cl:16])[cH:5][cH:6][c:7]([O:11][CH3:12])[c:8]1[O:9][CH3:10].[CH3:27][OH:28].[OH:17][c:18]1[cH:19][c:20]([NH2:21])[cH:22][cH:23][c:24]1[O:25][CH3:26]>>[CH3:1][O:2][c:3]1[c:4]([S:13](=[O:14])(=[O:15])[NH:21][c:20]2[cH:19][c:18]([OH:17])[c:24]([O:25][CH3:26])[cH:23][cH:22]2)[cH:5][cH:6][c:7]([O:11][CH3:12])[c:8]1[O:9][CH3:10]. Starting materials: C(CCCCCCCCC)N (n-decylamine), CN(C)CC(C#N)=C (2-[(N,N-dimethylamino)methyl]-2-propenenitrile). Reaction conditions: time 3 hour. Yields the product C(#N)C(CNCCCCCCCCCC)CNCCCCCCCCCC (2-Cyano-N,N'-di(n-decyl)-1,3-propanediamine). As a reaction SMILES: [CH2:1]([NH2:11])[CH2:2][CH2:3][CH2:4][CH2:5][CH2:6][CH2:7][CH2:8][CH2:9][CH3:10].[CH3:12][N:13]([CH2:15][C:16](=[CH2:19])[C:17]#[N:18])C>>[C:17]([CH:16]([CH2:15][NH:13][CH2:12][CH2:1][CH2:2][CH2:3][CH2:4][CH2:5][CH2:6][CH2:7][CH2:8][CH3:9])[CH2:19][NH:11][CH2:1][CH2:2][CH2:3][CH2:4][CH2:5][CH2:6][CH2:7][CH2:8][CH2:9][CH3:10])#[N:18]. Procedure details: To stirred n-decylamine (47.2 g., 0.3 mole) at 20° C. is added dropwise 2-[(N,N-dimethylamino)methyl]-2-propenenitrile (11.0 g., 0.1 mole) over a 3 minute period. The reaction mixture, protected from moisture with an Ascarite drying tube, is stirred at room temperature an additional three hours. It is then heated at 80° C. for 48 hours. The mixture is fractionally distilled under reduced pressure to remove a small amount of unreacted, excess n-decylamine, 2-cyano-N-(n-decyl)-N',N'-dimethyl-1,3-p... Starting materials: IC1=CC(=C(NCC2=CC(=C(C=C2)OCC=2C=NC(=CC2)OC)OC)C=C1)[N+](=O)[O-] (4-iodo-N-(3-methoxy-4-((6-methoxypyridin-3-yl)methoxy)benzyl)-2-nitroaniline), O (water), [Cl-].[NH4+] (ammonium chloride). Reagents/catalysts: O.O.O.O.O.O.O.S(=O)(=O)([O-])[O-].[Fe+2] (iron (II) sulfate heptahydrate), [Zn] (zinc). Run in O1CCCC1 (tetrahydrofuran), CO (methanol). Reaction conditions: time 20 minute. Product: IC=1C=C(C(=CC1)NCC1=CC(=C(C=C1)OCC=1C=NC(=CC1)OC)OC)N (4-iodo-N1-(3-methoxy-4-((6-methoxypyridin-3-yl)methoxy)benzyl)benzene-1,2-diamine). Yield: 97.0%. As a reaction SMILES: [I:1][C:2]1[CH:27]=[CH:26][C:5]([NH:6][CH2:7][C:8]2[CH:13]=[CH:12][C:11]([O:14][CH2:15][C:16]3[CH:17]=[N:18][C:19]([O:22][CH3:23])=[CH:20][CH:21]=3)=[C:10]([O:24][CH3:25])[CH:9]=2)=[C:4]([N+:28]([O-])=O)[CH:3]=1.O.[Cl-].[NH4+]>O1CCCC1.CO.O.O.O.O.O.O.O.S([O-])([O-])(=O)=O.[Fe+2].[Zn]>[I:1][C:2]1[CH:3]=[C:4]([NH2:28])[C:5]([NH:6][CH2:7][C:8]2[CH:13]=[CH:12][C:11]([O:14][CH2:15][C:16]3[CH:17]=[N:18][C:19]([O:22][CH3:23])=[CH:20][CH:21]=3)=[C:10]([O:24][CH3:25])[CH:9]=2)=[CH:26][CH:27]=1 |f:2.3,6.7.8.9.10.11.12.13.14|. Procedure details: To a stirred solution of 4-iodo-N-(3-methoxy-4-((6-methoxypyridin-3-yl)methoxy)benzyl)-2-nitroaniline (7.10 g, 13.62 mmol) in tetrahydrofuran (100 mL), methanol (50 mL), and water (10 mL) was added ammonium chloride (5.83 g, 109.0 mmol) and iron (II) sulfate heptahydrate (13.25 g, 47.67 mmol). The bright orange suspension was treated with zinc (3.12 g, 47.67 mmol). The mixture was gradually warmed to reflux. After 20 min, the color of the reaction mixture had turned from orange to olie-green. At...